Dataset: the Open Reaction Database (ORD), a public repository of structured organic reaction records. Task: describe an organic reaction: reactants, conditions, products, and yield Starting materials: C[C@@H]1CC(CC2=CC[C@H]3[C@@H]4CCC([C@@]4(C)CC[C@@H]3[C@@]12C)=O)=O (1β-methyl-5-androstene-3,17-dione), [H-].C(C)(C)(C)O[Al](OC(C)(C)C)OC(C)(C)C.[Li+] (lithium tri-t-butoxyaluminum hydride), C(=O)([O-])C(O)C(O)C(=O)[O-].[Na+].[K+] (potassium sodium tartrate). Solvent: O1CCCC1 (tetrahydrofuran), O1CCCC1 (tetrahydrofuran). Reaction conditions: time 18 hour. Product: C[C@@H]1C[C@@H](CC2=CC[C@H]3[C@@H]4CC[C@@H]([C@@]4(C)CC[C@@H]3[C@@]12C)O)O (1β-methyl-5-androstene-3β,17β-diol). RXN SMILES: [CH3:1][C@H:2]1[C@@:19]2([CH3:20])[C:6](=[CH:7][CH2:8][C@@H:9]3[C@@H:18]2[CH2:17][CH2:16][C@@:14]2([CH3:15])[C@H:10]3[CH2:11][CH2:12][C:13]2=[O:21])[CH2:5][C:4](=[O:22])[CH2:3]1.[H-].C(O[Al](OC(C)(C)C)OC(C)(C)C)(C)(C)C.[Li+].C(C(C(C([O-])=O)O)O)([O-])=O.[Na+].[K+]>O1CCCC1>[CH3:1][C@H:2]1[C@@:19]2([CH3:20])[C:6](=[CH:7][CH2:8][C@@H:9]3[C@@H:18]2[CH2:17][CH2:16][C@@:14]2([CH3:15])[C@H:10]3[CH2:11][CH2:12][C@@H:13]2[OH:21])[CH2:5][C@@H:4]([OH:22])[CH2:3]1 |f:1.2.3,4.5.6|. Reported procedure: A tetrahydrofuran solution of 1β-methyl-5-androstene-3,17-dione is added under nitrogen to a solution of lithium tri-t-butoxyaluminum hydride in tetrahydrofuran. After stirring at room temperature for a period of 18 hours, an aqueous solution of potassium sodium tartrate is added with stirring to form a readily filterable white solid. The reaction mixture is filtered, the filtrate dried over magnesium sulfate, and the solvent removed. The residue is crystallized from an acetone-hexane solution t... The reactants are CC(C)(C)OC(=O)N1CCOc2c(Br)cccc2C1, [Li]CCCC, CCCCCC, [Cl-], [NH4+], O=C1CCCC1, C1CCOC1. Yields the product CC(C)(C)OC(=O)N1CCOc2c(cccc2C2(O)CCCC2)C1. As a reaction SMILES: [Br:1][c:2]1[cH:3][cH:4][cH:5][c:6]2[c:12]1[O:11][CH2:10][CH2:9][N:8]([C:13](=[O:14])[O:15][C:16]([CH3:17])([CH3:18])[CH3:19])[CH2:7]2.[CH2:20]([Li:21])[CH2:22][CH2:23][CH3:24].[CH3:25][CH2:26][CH2:27][CH2:28][CH2:29][CH3:30].[Cl-:37].[NH4+:38].[O:31]=[C:32]1[CH2:33][CH2:34][CH2:35][CH2:36]1.[O:39]1[CH2:40][CH2:41][CH2:42][CH2:43]1>>[c:2]1([C:32]2([OH:31])[CH2:33][CH2:34][CH2:35][CH2:36]2)[cH:3][cH:4][cH:5][c:6]2[c:12]1[O:11][CH2:10][CH2:9][N:8]([C:13](=[O:14])[O:15][C:16]([CH3:17])([CH3:18])[CH3:19])[CH2:7]2. Reported procedure: A solution of 30.00 g (123.29 mmol) of N-(tert-butyl)-2-methoxybenzenesulfonamide in 400 ml of tetrahydrofuran is cooled to −70° C. and slowly admixed with a solution of 110.96 ml (277.41 mmol) of a 2.5 molar n-butyllithium solution in THF. The solution is subsequently warmed briefly to −30° C. and then cooled again to −60° C. At this temperature a solution of 31.29 g (123.29 mmol) of iodine in 200 ml of tetrahydrofuran is added dropwise. Subsequently the reaction solution is stirred at room tem... Yields the product C(C)(C)(C)NS(=O)(=O)C1=C(C=CC=C1OC)I (N-(tert-Butyl)-2-iodo-6-methoxybenzenesulfonamide). As a reaction SMILES: [C:1]([NH:5][S:6]([C:9]1[CH:14]=[CH:13][CH:12]=[CH:11][C:10]=1[O:15][CH3:16])(=[O:8])=[O:7])([CH3:4])([CH3:3])[CH3:2].C([Li])CCC.[I:22]I>O1CCCC1>[C:1]([NH:5][S:6]([C:9]1[C:10]([O:15][CH3:16])=[CH:11][CH:12]=[CH:13][C:14]=1[I:22])(=[O:8])=[O:7])([CH3:4])([CH3:3])[CH3:2]. Reactants: II (iodine), C(CCC)[Li] (n-butyllithium), C(C)(C)(C)NS(=O)(=O)C1=C(C=CC=C1)OC (N-(tert-butyl)-2-methoxybenzenesulfonamide). Run at temperature -30 celsius, time 8 hour. Solvent: O1CCCC1 (tetrahydrofuran), C1CCOC1 (THF), O1CCCC1 (tetrahydrofuran).